Dataset: the Open Reaction Database (ORD), a public repository of structured organic reaction records. Task: describe an organic reaction: reactants, conditions, products, and yield The reactants are CN(C(OC(C)(C)C)=O)C1CCN(CC1)C(CCN1CCCCC1)=O (tert-Butyl methyl(1-(3-(piperidin-1-yl)propanoyl)piperidin-4-yl)carbamate), C(C)(=O)Cl (acetyl chloride). Run in C(C)O (ethanol). Conditions: time 16 hour. The product is Cl.CNC1CCN(CC1)C(CCN1CCCCC1)=O (1-(4-(Methylamino)piperidin-1-yl)-3-(piperidin-1-yl)propan-1-one hydrochloride). Isolated yield 99.0%. As a reaction SMILES: [CH3:1][N:2]([CH:10]1[CH2:15][CH2:14][N:13]([C:16](=[O:25])[CH2:17][CH2:18][N:19]2[CH2:24][CH2:23][CH2:22][CH2:21][CH2:20]2)[CH2:12][CH2:11]1)C(=O)OC(C)(C)C.C([Cl:29])(=O)C>C(O)C>[ClH:29].[CH3:1][NH:2][CH:10]1[CH2:11][CH2:12][N:13]([C:16](=[O:25])[CH2:17][CH2:18][N:19]2[CH2:24][CH2:23][CH2:22][CH2:21][CH2:20]2)[CH2:14][CH2:15]1 |f:3.4|. Reported procedure: tert-Butyl methyl(1-(3-(piperidin-1-yl)propanoyl)piperidin-4-yl)carbamate (2.461 mmol, 1 eq) was dissolved in ethanol (9 ml), and acetyl chloride (12.31 mmol, 5.0 eq) was added while cooling with ice. The reaction mixture was stirred for 16 hours at RT and then concentrated. The residue was taken up in a small amount of acetone, and a solid was precipitated by addition of diethyl ether. The solid was filtered off, washed with diethyl ether and dried. Yield: >99%